From a dataset of the Open Reaction Database (ORD), a public repository of structured organic reaction records. describe an organic reaction: reactants, conditions, products, and yield Starting materials: CCCCCC (hexane), C(C)(C)(C)OC(=O)NC1(CCNCC1)C(=O)OC (methyl 4-((tert-butoxycarbonyl)amino)piperidine-4-carboxylate), BrC=1C=NC(=NC1)Cl (5-bromo-2-chloropyrimidine). The solvent is CCO (EtOH). Reaction conditions: temperature 70 celsius. Product: BrC=1C=NC(=NC1)N1CCC(CC1)(C(=O)OC)NC(=O)OC(C)(C)C (Methyl 1-(5-bromopyrimidin-2-yl)-4-((tert-butoxycarbonyl)amino)piperidine-4-carboxylate). Yield: 51.6%. Reaction SMILES: [C:1]([O:5][C:6]([NH:8][C:9]1([C:15]([O:17][CH3:18])=[O:16])[CH2:14][CH2:13][NH:12][CH2:11][CH2:10]1)=[O:7])([CH3:4])([CH3:3])[CH3:2].[Br:19][C:20]1[CH:21]=[N:22][C:23](Cl)=[N:24][CH:25]=1.CCCCCC>CCO>[Br:19][C:20]1[CH:21]=[N:22][C:23]([N:12]2[CH2:13][CH2:14][C:9]([NH:8][C:6]([O:5][C:1]([CH3:4])([CH3:3])[CH3:2])=[O:7])([C:15]([O:17][CH3:18])=[O:16])[CH2:10][CH2:11]2)=[N:24][CH:25]=1. Procedure details: To a solution of methyl 4-((tert-butoxycarbonyl)amino)piperidine-4-carboxylate (0.11 g, 0.42 mmol) in EtOH (5 mL) was added 5-bromo-2-chloropyrimidine (0.09 g, 0.46 mmol) at rt and the reaction mixture heated up to 70° C. for 1 h. After completion (by TLC), solvent was evaporated and the crude residue purified over 100-200 M silica-gel using 20% EtOAc:hexane to obtain the desired product as a yellow solid (0.09 g, 52% yield). MS: 415.17 [M+H]+. The reactants are C(C)(C)(C)OC(=O)N1[C@@H](CCC1)C=1NC(=CN1)C=1C=NC(=NC1)C1=CC=C(C=C1)C=1NC(=NC1)[C@H]1N(CCC1)C([C@@H](C1=CC=CC=C1)NC(=O)OC)=O ((S)-2-{5-[2-(4-{2-[(S)-1-((R)-2-methoxycarbonylamino-2-phenyl-acetyl)-pyrrolidin-2-yl]-3H-imidazol-4-yl}-phenyl)-pyrimidin-5-yl]-1H-imidazol-2-yl}-pyrrolidine-1-carboxylic acid tert-butyl ester), CO (MeOH). Run in dioxanes, CCOCC (ether), hexanes. Reaction conditions: time 15 minute. The product is COC(N[C@@H](C(N1[C@@H](CCC1)C=1NC(=CN1)C1=CC=C(C=C1)C1=NC=C(C=N1)C=1NC(=NC1)[C@H]1NCCC1)=O)C1=CC=CC=C1)=O ({(R)-2-Oxo-1-phenyl-2-[(S)-2-(5-{4-[5-((S)-2-pyrrolidin-2-yl-3H-imidazol-4-yl)-pyrimidin-2-yl]-phenyl}-1H-imidazol-2-yl)-pyrrolidin-1-yl]-ethyl}-carbamic acid methyl ester). RXN SMILES: C(OC([N:8]1[CH2:12][CH2:11][CH2:10][C@H:9]1[C:13]1[NH:14][C:15]([C:18]2[CH:19]=[N:20][C:21]([C:24]3[CH:29]=[CH:28][C:27]([C:30]4[NH:31][C:32]([C@@H:35]5[CH2:39][CH2:38][CH2:37][N:36]5[C:40](=[O:53])[C@H:41]([NH:48][C:49]([O:51][CH3:52])=[O:50])[C:42]5[CH:47]=[CH:46][CH:45]=[CH:44][CH:43]=5)=[N:33][CH:34]=4)=[CH:26][CH:25]=3)=[N:22][CH:23]=2)=[CH:16][N:17]=1)=O)(C)(C)C.CO>CCOCC>[CH3:52][O:51][C:49](=[O:50])[NH:48][C@H:41]([C:42]1[CH:43]=[CH:44][CH:45]=[CH:46][CH:47]=1)[C:40](=[O:53])[N:36]1[CH2:37][CH2:38][CH2:39][C@H:35]1[C:32]1[NH:31][C:30]([C:27]2[CH:28]=[CH:29][C:24]([C:21]3[N:22]=[CH:23][C:18]([C:15]4[NH:14][C:13]([C@@H:9]5[CH2:10][CH2:11][CH2:12][NH:8]5)=[N:17][CH:16]=4)=[CH:19][N:20]=3)=[CH:25][CH:26]=2)=[CH:34][N:33]=1. Reported procedure: Cold (0° C.) 4 NHCl in dioxanes (4 mL) was added via syringe to (S)-2-{5-[2-(4-{2-[(S)-1-((R)-2-methoxycarbonylamino-2-phenyl-acetyl)-pyrrolidin-2-yl]-3H-imidazol-4-yl}-phenyl)-pyrimidin-5-yl]-1H-imidazol-2-yl}-pyrrolidine-1-carboxylic acid tert-butyl ester (104.6 mg, 0.146 mmol) in a 100 mL pear-shaped flask followed by MeOH (0.5 mL). The homogeneous mixture was stirred at room temperature for 15 min before a precipitate was observed. After stirring further for 1.75 h, the suspension was dilute... Reactants: COC(=O)c1ccc2c(Br)cccc2c1, COCCO[AlH2-]OCCOC, Cl, [Na+], O, c1ccccc1. Yields the product OCc1ccc2c(Br)cccc2c1. Reaction SMILES: [Br:1][c:2]1[c:3]2[cH:4][cH:5][c:6]([C:12](=[O:13])[O:14][CH3:15])[cH:7][c:8]2[cH:9][cH:10][cH:11]1.[CH3:17][O:18][CH2:19][CH2:20][O:21][AlH2-:22][O:23][CH2:24][CH2:25][O:26][CH3:27].[ClH:29].[Na+:16].[OH2:28].[cH:30]1[cH:31][cH:32][cH:33][cH:34][cH:35]1>>[Br:1][c:2]1[c:3]2[cH:4][cH:5][c:6]([CH2:12][OH:13])[cH:7][c:8]2[cH:9][cH:10][cH:11]1. The reactants are CCO, [K+], [OH-], COc1ccc(-c2cn(S(=O)(=O)c3ccccc3)c3ncccc23)cc1OC. Product: COc1ccc(-c2c[nH]c3ncccc23)cc1OC. As a reaction SMILES: [CH3:31][CH2:32][OH:33].[K+:30].[OH-:29].[c:1]1([S:2](=[O:3])(=[O:4])[n:10]2[cH:11][c:12](-[c:19]3[cH:20][c:21]([O:27][CH3:28])[c:22]([O:25][CH3:26])[cH:23][cH:24]3)[c:13]3[c:14]2[n:15][cH:16][cH:17][cH:18]3)[cH:5][cH:6][cH:7][cH:8][cH:9]1>>[nH:10]1[cH:11][c:12](-[c:19]2[cH:20][c:21]([O:27][CH3:28])[c:22]([O:25][CH3:26])[cH:23][cH:24]2)[c:13]2[c:14]1[n:15][cH:16][cH:17][cH:18]2. Starting materials: Brc1ccc(C2NCCCS2)cc1, S=C=Nc1cccc(Cl)c1. Yields the product S=C(Nc1cccc(Cl)c1)N1CCCSC1c1ccc(Br)cc1. As a reaction SMILES: [Br:1][c:2]1[cH:3][cH:4][c:5]([CH:8]2[S:9][CH2:10][CH2:11][CH2:12][NH:13]2)[cH:6][cH:7]1.[Cl:14][c:15]1[cH:16][c:17]([N:21]=[C:22]=[S:23])[cH:18][cH:19][cH:20]1>>[Br:1][c:2]1[cH:3][cH:4][c:5]([CH:8]2[S:9][CH2:10][CH2:11][CH2:12][N:13]2[C:22]([NH:21][c:17]2[cH:16][c:15]([Cl:14])[cH:20][cH:19][cH:18]2)=[S:23])[cH:6][cH:7]1.